This data is from the Open Reaction Database (ORD), a public repository of structured organic reaction records. The task is: describe an organic reaction: reactants, conditions, products, and yield Reactants: [OH-].[NH4+] (ammonium hydroxide), C(C)N1C(=NC(=C1)C1=CC=C(C=C1)O)S (4-(1-ethyl-2-mercapto-1H-imidazol-4-yl)phenol), 10. Reagents/catalysts: [Ni] (Raney-nickel). The solvent is C(C)O (ethanol). Reaction conditions: time 2 hour. The product is C(C)N1C=NC(=C1)C1=CC=C(C=C1)O (4-(1-ethyl-1H-imidazol-4-yl)phenol). Reaction SMILES: [OH-].[NH4+].[CH2:3]([N:5]1[CH:9]=[C:8]([C:10]2[CH:15]=[CH:14][C:13]([OH:16])=[CH:12][CH:11]=2)[N:7]=[C:6]1S)[CH3:4]>[Ni].C(O)C>[CH2:3]([N:5]1[CH:9]=[C:8]([C:10]2[CH:15]=[CH:14][C:13]([OH:16])=[CH:12][CH:11]=2)[N:7]=[CH:6]1)[CH3:4] |f:0.1|. Procedure: To a stirred mixture of 10 parts Raney-nickel catalyst and 96 parts of ethanol are added successively 9 parts of ammonium hydroxide and 9 parts of 4-(1-ethyl-2-mercapto-1H-imidazol-4-yl)phenol. Stirring is continued for 2 hours at reflux temperature. The reaction mixture is filtered and the filtrate is evaporated. The precipitated product is filtered off, washed with a small amount of a mixture of 2,2'-oxybispropane and ethanol, and dried, yielding 6.7 parts of 4-(1-ethyl-1H-imidazol-4-yl)phenol... The reactants are O=C([O-])O, CC[SiH](CC)CC, ClCCl, [Na+], COc1ccc(C(O)Cc2ccncc2)c2c1OC(C)(C)C2. Yields the product COc1ccc(CCc2ccncc2)c2c1OC(C)(C)C2. Reaction SMILES: [C:30](=[O:31])([OH:32])[O-:33].[CH2:23]([SiH:24]([CH2:25][CH3:26])[CH2:27][CH3:28])[CH3:29].[CH2:35]([Cl:36])[Cl:37].[Na+:34].[OH:1][CH:2]([CH2:3][c:4]1[cH:5][cH:6][n:7][cH:8][cH:9]1)[c:10]1[cH:11][cH:12][c:13]([O:21][CH3:22])[c:14]2[c:15]1[CH2:16][C:17]([CH3:19])([CH3:20])[O:18]2>>[CH2:2]([CH2:3][c:4]1[cH:5][cH:6][n:7][cH:8][cH:9]1)[c:10]1[cH:11][cH:12][c:13]([O:21][CH3:22])[c:14]2[c:15]1[CH2:16][C:17]([CH3:19])([CH3:20])[O:18]2. The reactants are C(C)(C)(C)OC(=O)N[C@H](CC1=CC=CC=C1)C(=O)O (tert.-butoxycarbonyl-D-phenylalanine), CN1CCOCC1 (N-methylmorpholine), ClC(=O)OCC(C)C (isobutyl chloroformate), C1(=CC=C(C=C1)S(=O)(=O)O)C.C(C1=CC=CC=C1)OC(CN)=O (glycine benzyl ester p-toluenesulfonate), CN1CCOCC1 (N-methylmorpholine). Solvent: CN(C=O)C (dimethyl formamide), CN(C=O)C (dimethyl formamide). Run at temperature -10 celsius. The product is C(C1=CC=CC=C1)OC(CNC([C@H](NC(=O)OC(C)(C)C)CC1=CC=CC=C1)=O)=O (tert.-butoxycarbonyl-D-phenylalanyl-glycine benzyl ester). Yield: 91.9%. As a reaction SMILES: [C:1]([O:5][C:6]([NH:8][C@@H:9]([C:17]([OH:19])=O)[CH2:10][C:11]1[CH:16]=[CH:15][CH:14]=[CH:13][CH:12]=1)=[O:7])([CH3:4])([CH3:3])[CH3:2].CN1CCOCC1.ClC(OCC(C)C)=O.C1(C)C=CC(S(O)(=O)=O)=CC=1.[CH2:46]([O:53][C:54](=[O:57])[CH2:55][NH2:56])[C:47]1[CH:52]=[CH:51][CH:50]=[CH:49][CH:48]=1>CN(C)C=O>[CH2:46]([O:53][C:54](=[O:57])[CH2:55][NH:56][C:17](=[O:19])[C@@H:9]([CH2:10][C:11]1[CH:12]=[CH:13][CH:14]=[CH:15][CH:16]=1)[NH:8][C:6]([O:5][C:1]([CH3:2])([CH3:3])[CH3:4])=[O:7])[C:47]1[CH:52]=[CH:51][CH:50]=[CH:49][CH:48]=1 |f:3.4|. Procedure details: 13.3 g (50 mmoles) of tert.-butoxycarbonyl-D-phenylalanine and 5.6 ml (50 mmoles) of N-methylmorpholine are dissolved in 50 ml of dimethyl formamide. The solution is cooled to -10° C., and 6.6 ml (50 mmoles) of isobutyl chloroformate are added with stirring. After 10 minutes the mixture is cooled to -20° C., and a solution of 18.6 g (55 mmoles) of glycine benzyl ester p-toluenesulfonate and 6.1 ml (55 mmoles) of N-methylmorpholine in 80 ml of dimethyl formamide, cooled to -20° C., is added. The ...